This data is from the Open Reaction Database (ORD), a public repository of structured organic reaction records. The task is: describe an organic reaction: reactants, conditions, products, and yield The reactants are FC1=C(C(=CC(=C1)OC)F)C=1SC=C(N1)C(=O)O (2-(2,6-difluoro-4-methoxyphenyl)thiazole-4-carboxylic acid), BrC1=C(C=CC(=N1)C(=O)OC)F (methyl 6-bromo-5-fluoropicolinate), FC=1C=C(C=C(C1B1OC(C(O1)(C)C)(C)C)F)C1(CCC1)O (1-(3,5-difluoro-4-(4,4,5,5-tetramethyl-1,3,2-dioxaborolan-2-yl)phenyl)cyclobutanol), FC=1C=C(C=C(C1B1OC(C(O1)(C)C)(C)C)F)C1(CCC1)O (1-(3,5-difluoro-4-(4,4,5,5-tetramethyl-1,3,2-dioxaborolan-2-yl)phenyl)cyclobutanol). The product is FC1=C(C(=CC(=C1)C1(CCC1)O)F)C1=C(C=CC(=N1)C(=O)O)F (6-(2,6-difluoro-4-(1-hydroxycyclobutyl)phenyl)-5-fluoropicolinic acid). RXN SMILES: FC1C=C(OC)C=C(F)C=1C1SC=C(C(O)=O)N=1.[F:19][C:20]1[CH:21]=[C:22]([C:36]2([OH:40])[CH2:39][CH2:38][CH2:37]2)[CH:23]=[C:24]([F:35])[C:25]=1B1OC(C)(C)C(C)(C)O1.Br[C:42]1[N:47]=[C:46]([C:48]([O:50]C)=[O:49])[CH:45]=[CH:44][C:43]=1[F:52]>>[F:35][C:24]1[CH:23]=[C:22]([C:36]2([OH:40])[CH2:37][CH2:38][CH2:39]2)[CH:21]=[C:20]([F:19])[C:25]=1[C:42]1[N:47]=[C:46]([C:48]([OH:50])=[O:49])[CH:45]=[CH:44][C:43]=1[F:52]. Procedure details: Following the procedure of Intermediate 104, replacing 2,6-difluoro-4-methoxyphenylboronic acid with 1-(3,5-difluoro-4-(4,4,5,5-tetramethyl-1,3,2-dioxaborolan-2-yl)phenyl)cyclobutanol (Intermediate 108) and replacing methyl 2-bromothiazole-4-carboxylate with methyl 6-bromo-5-fluoropicolinate (see US2012/225062) gave the title compound. The reactants are ClC=1C=CC2=C(N(C(CC(C2=O)=CN(C)C)=O)C)C1 (8-chloro-4-dimethylaminomethylene-1-methyl-3,4-dihydro-1H-benzo[b]azepine-2,5-dione), N(C(=N)N)C1=CC=C(C(=O)O)C=C1 (4-guanidinobenzoic acid). The product is ClC=1C=CC2=C(N(C(CC3=C2N=C(N=C3)NC3=CC=C(C(=O)O)C=C3)=O)C)C1 (4-(9-Chloro-7-methyl-6-oxo-6,7-dihydro-5H-benzo[b]pyrimido[4,5-d]azepin-2-ylamino)-benzoic acid). Reaction SMILES: [Cl:1][C:2]1[CH:3]=[CH:4][C:5]2[C:11](=O)[C:10](=[CH:13]N(C)C)[CH2:9][C:8](=[O:17])[N:7]([CH3:18])[C:6]=2[CH:19]=1.[NH:20]([C:24]1[CH:32]=[CH:31][C:27]([C:28]([OH:30])=[O:29])=[CH:26][CH:25]=1)[C:21]([NH2:23])=[NH:22]>>[Cl:1][C:2]1[CH:3]=[CH:4][C:5]2[C:11]3[N:22]=[C:21]([NH:20][C:24]4[CH:32]=[CH:31][C:27]([C:28]([OH:30])=[O:29])=[CH:26][CH:25]=4)[N:23]=[CH:13][C:10]=3[CH2:9][C:8](=[O:17])[N:7]([CH3:18])[C:6]=2[CH:19]=1. Reported procedure: In a manner similar to that described for method I, 8-chloro-4-dimethylaminomethylene-1-methyl-3,4-dihydro-1H-benzo[b]azepine-2,5-dione (v-m) and 4-guanidinobenzoic acid were converted to I-7 (30%): HRMS Calcd. for C20H15ClN4O3: 395.0910, Found 395.0923. The reactants are O=C([O-])O, CCN(C(C)C)C(C)C, CN1CCCC1=O, CCOC(=O)c1c(C)nc2ccc(Cl)nn12, [Na+], NCCCN1CCC(OC(c2ccccc2)c2ccccc2)CC1. Product: CCOC(=O)c1c(C)nc2ccc(NCCCN3CCC(OC(c4ccccc4)c4ccccc4)CC3)nn12. Reaction SMILES: [C:50](=[O:51])([OH:52])[O-:53].[CH2:41]([N:42]([CH:43]([CH3:44])[CH3:45])[CH:46]([CH3:47])[CH3:48])[CH3:49].[CH3:55][N:56]1[CH2:57][CH2:58][CH2:59][C:60]1=[O:61].[Cl:25][c:26]1[cH:27][cH:28][c:29]2[n:30]([n:31]1)[c:32]([C:36](=[O:37])[O:38][CH2:39][CH3:40])[c:33]([CH3:35])[n:34]2.[Na+:54].[c:1]1([CH:7]([O:8][CH:9]2[CH2:10][CH2:11][N:12]([CH2:15][CH2:16][CH2:17][NH2:18])[CH2:13][CH2:14]2)[c:19]2[cH:20][cH:21][cH:22][cH:23][cH:24]2)[cH:2][cH:3][cH:4][cH:5][cH:6]1>>[c:1]1([CH:7]([O:8][CH:9]2[CH2:10][CH2:11][N:12]([CH2:15][CH2:16][CH2:17][NH:18][c:26]3[cH:27][cH:28][c:29]4[n:30]([n:31]3)[c:32]([C:36](=[O:37])[O:38][CH2:39][CH3:40])[c:33]([CH3:35])[n:34]4)[CH2:13][CH2:14]2)[c:19]2[cH:20][cH:21][cH:22][cH:23][cH:24]2)[cH:2][cH:3][cH:4][cH:5][cH:6]1. Starting materials: ClCCl, CN(C)S(=O)(=O)Oc1ccccc1S(=O)(=O)N=C=O, Cc1cc(C)nc(N)n1. The product is Cc1cc(C)nc(NC(=O)NS(=O)(=O)c2ccccc2OS(=O)(=O)N(C)C)n1. As a reaction SMILES: [CH2:29]([Cl:30])[Cl:31].[CH3:10][N:11]([S:12](=[O:13])(=[O:14])[O:15][c:16]1[c:17]([S:22](=[O:23])(=[O:24])[N:25]=[C:26]=[O:27])[cH:18][cH:19][cH:20][cH:21]1)[CH3:28].[NH2:1][c:2]1[n:3][c:4]([CH3:9])[cH:5][c:6]([CH3:8])[n:7]1>>[NH:1]([c:2]1[n:3][c:4]([CH3:9])[cH:5][c:6]([CH3:8])[n:7]1)[C:26]([NH:25][S:22]([c:17]1[c:16]([O:15][S:12]([N:11]([CH3:10])[CH3:28])(=[O:13])=[O:14])[cH:21][cH:20][cH:19][cH:18]1)(=[O:23])=[O:24])=[O:27]. Starting materials: Cl.Cl.ClC=1C=C(C=CC1)N1C(N(C2=C(C=NC=3C(=CC=CC23)OC)C1=O)C1CCNCC1)=O (3-(3-chloro-phenyl)-7-methoxy-1-piperidin-4-yl-1H-pyrimido[5,4-c]quinoline-2,4-dione.dihydrochloride), C(C)(=O)Cl (acetyl chloride). Product: C(C)(=O)N1CCC(CC1)N1C(N(C(C=2C=NC=3C(=CC=CC3C21)OC)=O)C2=CC(=CC=C2)Cl)=O (1-(1-Acetyl-piperidin-4-yl)-3-(3-chloro-phenyl)-7-methoxy-1H-pyrimido[5,4-c]quinoline-2,4-dione). RXN SMILES: Cl.Cl.[Cl:3][C:4]1[CH:5]=[C:6]([N:10]2[C:25](=[O:26])[C:14]3[CH:15]=[N:16][C:17]4[C:18]([O:23][CH3:24])=[CH:19][CH:20]=[CH:21][C:22]=4[C:13]=3[N:12]([CH:27]3[CH2:32][CH2:31][NH:30][CH2:29][CH2:28]3)[C:11]2=[O:33])[CH:7]=[CH:8][CH:9]=1.[C:34](Cl)(=[O:36])[CH3:35]>>[C:34]([N:30]1[CH2:31][CH2:32][CH:27]([N:12]2[C:13]3[C:22]4[CH:21]=[CH:20][CH:19]=[C:18]([O:23][CH3:24])[C:17]=4[N:16]=[CH:15][C:14]=3[C:25](=[O:26])[N:10]([C:6]3[CH:7]=[CH:8][CH:9]=[C:4]([Cl:3])[CH:5]=3)[C:11]2=[O:33])[CH2:28][CH2:29]1)(=[O:36])[CH3:35] |f:0.1.2|. Reported procedure: 1-(1-Acetyl-piperidin-4-yl)-3-(3-chloro-phenyl)-7-methoxy-1H-pyrimido[5,4-c]quinoline-2,4-dione (45 mg) was prepared according to general procedure H from 3-(3-chloro-phenyl)-7-methoxy-1-piperidin-4-yl-1H-pyrimido[5,4-c]quinoline-2,4-dione.dihydrochloride (50 mg, 0.1 mmol) and acetyl chloride. LCMS: m/z 479 [M+1]+. 1H NMR (400 MHz, CDCl3): δ 9.59 (s, 1H), 7.58 (m, 1H), 7.52 (m, 1H), 7.42 (m, 1H), 7.24 (m, 1H), 7.10-7.18 (m, 2H), 6.48 (m, 1H), 5.18 (m, 1H), 4.82 (m, 1H), 4.12 (s, 3H), 3.95 (m, 1H... Reactants: [Ag+2], CCOC(=O)C(C)(CC)CCCCBr, O=C([O-])[O-], CN(C)C=O, O=c1cc(-c2ccccc2)cc(-c2ccccc2)[nH]1. Yields the product CCOC(=O)C(C)(CC)CCCCOc1cc(-c2ccccc2)cc(-c2ccccc2)n1. As a reaction SMILES: [Ag+2:38].[Br:20][CH2:21][CH2:22][CH2:23][CH2:24][C:25]([C:26](=[O:27])[O:28][CH2:29][CH3:30])([CH3:31])[CH2:32][CH3:33].[C:34](=[O:35])([O-:36])[O-:37].[CH3:39][N:40]([CH3:41])[CH:42]=[O:43].[c:1]1(-[c:7]2[cH:8][c:9](=[O:19])[nH:10][c:11](-[c:13]3[cH:14][cH:15][cH:16][cH:17][cH:18]3)[cH:12]2)[cH:2][cH:3][cH:4][cH:5][cH:6]1>>[c:1]1(-[c:7]2[cH:8][c:9]([O:19][CH2:21][CH2:22][CH2:23][CH2:24][C:25]([C:26](=[O:27])[O:28][CH2:29][CH3:30])([CH3:31])[CH2:32][CH3:33])[n:10][c:11](-[c:13]3[cH:14][cH:15][cH:16][cH:17][cH:18]3)[cH:12]2)[cH:2][cH:3][cH:4][cH:5][cH:6]1. Reactants: NC=1C=NN(C1OCC1CCN(CC1)C(=O)OC(C)(C)C)C (tert-butyl 4-((4-amino-1-methyl-1H-pyrazol-5-yloxy)methyl)piperidine-1-carboxylate), NC=1C(=NC(=CC1)Br)C(=O)O (3-amino-6-bromopicolinic acid). The product is NC=1C(=NC(=CC1)Br)C(=O)NC=1C=NN(C1OCC1CCNCC1)C (3-amino-6-bromo-N-(1-methyl-5-(piperidin-4-ylmethoxy)-1H-pyrazol-4-yl)picolinamide). As a reaction SMILES: [NH2:1][C:2]1[CH:3]=[N:4][N:5]([CH3:22])[C:6]=1[O:7][CH2:8][CH:9]1[CH2:14][CH2:13][N:12](C(OC(C)(C)C)=O)[CH2:11][CH2:10]1.[NH2:23][C:24]1[C:25]([C:31](O)=[O:32])=[N:26][C:27]([Br:30])=[CH:28][CH:29]=1>>[NH2:23][C:24]1[C:25]([C:31]([NH:1][C:2]2[CH:3]=[N:4][N:5]([CH3:22])[C:6]=2[O:7][CH2:8][CH:9]2[CH2:10][CH2:11][NH:12][CH2:13][CH2:14]2)=[O:32])=[N:26][C:27]([Br:30])=[CH:28][CH:29]=1. Procedure details: Following the procedures for Example 141, tert-butyl 4-((4-amino-1-methyl-1H-pyrazol-5-yloxy)methyl)piperidine-1-carboxylate and 3-amino-6-bromopicolinic acid were reacted to give 3-amino-6-bromo-N-(1-methyl-5-(piperidin-4-ylmethoxy)-1H-pyrazol-4-yl)picolinamide, which was reacted with 2-fluorophenylboronic acid under palladium catalyzed Suzuki conditions to give 117 as a white solid (6.7 mg, 7.2%) over three steps. 1H NMR (400 MHz, DMSO) δ 9.66 (s, 1H), 8.10 (t, J=7.2, 1H), 7.71 (dt, J=37.9, 19... The reactants are FC=1C=C(C=CC1F)C=1C=2N(C=C(C1)C(F)(F)F)N=C(N2)N (8-(3,4-difluorophenyl)-6-(trifluoromethyl)-[1,2,4]triazolo[1,5-a]pyridin-2-amine), [Mg] (magnesium), II (iodine). Run in CO (methanol), C1CCOC1 (THF). Run at time 10 minute. The product is FC=1C=C(C=CC1F)C1C=2N(CC(C1)C(F)(F)F)N=C(N2)N (8-(3,4-Difluoro-phenyl)-6-trifluoromethyl-5,6,7,8-tetrahydro-[1,2,4]triazolo[1,5-a]pyridin-2-ylamine), solid. The yield is 64.0%. As a reaction SMILES: [F:1][C:2]1[CH:3]=[C:4]([C:9]2[C:10]3[N:11]([N:19]=[C:20]([NH2:22])[N:21]=3)[CH:12]=[C:13]([C:15]([F:18])([F:17])[F:16])[CH:14]=2)[CH:5]=[CH:6][C:7]=1[F:8].[Mg].II>CO.C1COCC1>[F:1][C:2]1[CH:3]=[C:4]([CH:9]2[CH2:14][CH:13]([C:15]([F:17])([F:16])[F:18])[CH2:12][N:11]3[N:19]=[C:20]([NH2:22])[N:21]=[C:10]23)[CH:5]=[CH:6][C:7]=1[F:8]. Procedure details: To a solution of 8-(3,4-difluorophenyl)-6-(trifluoromethyl)-[1,2,4]triazolo[1,5-a]pyridin-2-amine (500 mg, 1.59 mmol) and magnesium (309 mg, 12.7 mmol) in methanol (80 mL) and THF (40 mL) was added iodine (2 mg, 7.88 μmol), stirred for 10 minutes at room temperature, then sonicated for 30 minutes. The reaction mixture was concentrated in vacuo. The residue was dissolved in THF and dried over Na2SO4, then filtered off, washed thoroughly with THF and the solvents were evaporated. The crude materia... Reactants: O=C(O)c1ccc(CBr)s1, CC#N, c1ccc(P(c2ccccc2)c2ccccc2)cc1. Product: [Br-], O=C(O)c1ccc(C[P+](c2ccccc2)(c2ccccc2)c2ccccc2)s1. As a reaction SMILES: [Br:1][CH2:2][c:3]1[cH:4][cH:5][c:6]([C:8](=[O:9])[OH:10])[s:7]1.[CH3:30][C:31]#[N:32].[c:11]1([P:17]([c:18]2[cH:19][cH:20][cH:21][cH:22][cH:23]2)[c:24]2[cH:25][cH:26][cH:27][cH:28][cH:29]2)[cH:12][cH:13][cH:14][cH:15][cH:16]1>>[Br-:1].[CH2:2]([c:3]1[cH:4][cH:5][c:6]([C:8](=[O:9])[OH:10])[s:7]1)[P+:17]([c:11]1[cH:12][cH:13][cH:14][cH:15][cH:16]1)([c:18]1[cH:19][cH:20][cH:21][cH:22][cH:23]1)[c:24]1[cH:25][cH:26][cH:27][cH:28][cH:29]1. The reactants are C(C1=CC=CC=C1)(=O)/C=C/C(=O)O (trans-β-benzoylacrylic acid), S(O)(O)(=O)=O (sulfuric acid), C(C)O (ethanol), C(C)O (ethanol). Conditions: temperature 62 celsius, time 3 hour. Yields the product C(C1=CC=CC=C1)(=O)/C=C/C(=O)OCC (ethyl trans-β-benzoylacrylate). As a reaction SMILES: [C:1](/[CH:9]=[CH:10]/[C:11]([OH:13])=[O:12])(=[O:8])[C:2]1[CH:7]=[CH:6][CH:5]=[CH:4][CH:3]=1.S(=O)(=O)(O)O.[CH2:19](O)[CH3:20]>>[C:1](/[CH:9]=[CH:10]/[C:11]([O:13][CH2:19][CH3:20])=[O:12])(=[O:8])[C:2]1[CH:7]=[CH:6][CH:5]=[CH:4][CH:3]=1. Procedure: A mixture of 7.75 g of trans-β-benzoylacrylic acid, 25.8 ml of ethanol and 1.63 g of sulfuric acid was stirred at 62° C. for 3 hours. A pressure was gradually reduced with the aspirator and ethanol was distilled away for 20 minutes. After a pressure was finally reduced to 20 mmHg, the resultant was stirred at 62° C. for 1.5 hours and then cooled, followed by the procedure as in Example 1 to give 8.18 g of ethyl trans-β-benzoylacrylate.